From a dataset of the Open Reaction Database (ORD), a public repository of structured organic reaction records. describe an organic reaction: reactants, conditions, products, and yield Reactants: [OH-].[Na+] (Sodium hydroxide), BrC=1C(=C(N)C=C(C1)C(F)(F)F)C#C[Si](C)(C)C (3-bromo-5-(trifluoromethyl)-2-((trimethylsilyl)ethynyl)aniline). Solvent: CO (methanol). Conditions: time 30 minute. Yields the product BrC=1C(=C(N)C=C(C1)C(F)(F)F)C#C (3-Bromo-2-ethynyl-5-(trifluoromethyl)aniline). RXN SMILES: [OH-].[Na+].[Br:3][C:4]1[C:5]([C:15]#[C:16][Si](C)(C)C)=[C:6]([CH:8]=[C:9]([C:11]([F:14])([F:13])[F:12])[CH:10]=1)[NH2:7]>CO>[Br:3][C:4]1[C:5]([C:15]#[CH:16])=[C:6]([CH:8]=[C:9]([C:11]([F:12])([F:13])[F:14])[CH:10]=1)[NH2:7] |f:0.1|. Procedure: Sodium hydroxide (3.17 mL, 31.7 mmol) was added to a solution of 3-bromo-5-(trifluoromethyl)-2-((trimethylsilyl)ethynyl)aniline (10.67 g, 31.7 mmol) in methanol (200 mL) and was stirred for 30 min. The solvent was evaporated. The residue was taken up in brine (30 mL) and extracted with ethyl acetate (3×100 mL). The combined organic layers were dried with magnesium sulfate and evaporated. The residue was purified on silica gel with 10% ethyl acetate/hexanes to give 7.54 g (90%) as a tan solid. 1H... Product: ClC=1C(=C(C(=C(C1OC)OCCC(C)C1=CC=C(C=C1)F)OCCCN1CCOCC1)C(C)=O)C (1-[3-Chloro-5-[3-(4-fluoro-phenyl)-butoxy]-4-methoxy-2-methyl-6-(3-morpholin-4-yl-propoxy)-phenyl]-ethanone). As a reaction SMILES: Br[CH2:2][CH2:3][CH2:4][O:5][C:6]1[C:11]([O:12][CH2:13][CH2:14][CH:15]([C:17]2[CH:22]=[CH:21][C:20]([F:23])=[CH:19][CH:18]=2)[CH3:16])=[C:10]([O:24][CH3:25])[C:9]([Cl:26])=[C:8]([CH3:27])[C:7]=1[C:28](=[O:30])[CH3:29].[NH:31]1[CH2:36][CH2:35][O:34][CH2:33][CH2:32]1>>[Cl:26][C:9]1[C:8]([CH3:27])=[C:7]([C:28](=[O:30])[CH3:29])[C:6]([O:5][CH2:4][CH2:3][CH2:2][N:31]2[CH2:36][CH2:35][O:34][CH2:33][CH2:32]2)=[C:11]([O:12][CH2:13][CH2:14][CH:15]([C:17]2[CH:22]=[CH:21][C:20]([F:23])=[CH:19][CH:18]=2)[CH3:16])[C:10]=1[O:24][CH3:25]. Procedure: Example 22a (40 mg, 0.08 mmol) was reacted with morpholine (0.2 mL, 2.29 mmol) as described under General Procedure G and the crude mixture was purified by flash chromatography (silica-gel, DCM/EtOAc/MeOH 1:0:0, 9:8:2) to afford the title compound (36 mg, 88%) as yellow/brown oil. 1H NMR (300 MHz, CDCl3) δ 7.20-7.15 (m, 2H), 7.01-6.95 (m, 2H), 4.00 (t, J=6.4 Hz, 2H), 3.94 (t, J=6.7 Hz, 2H), 3.83 (s, 3H), 3.72-3.69 (m, 4H), 3.07-2.95 (m, 1H), 2.46 (s, 3H), 2.45-2.40 (m, 6H), 2.18 (s, 3H), 2.02-1.... Isolated yield 88.6%. Reactants: BrCCCOC1=C(C(=C(C(=C1OCCC(C)C1=CC=C(C=C1)F)OC)Cl)C)C(C)=O (1-{2-(3-Bromo-propoxy)-5-chloro-3-[3-(4-fluoro-phenyl)-butoxy]-4-methoxy-6-methyl-phenyl}-ethanone), N1CCOCC1 (morpholine).